From a dataset of the Open Reaction Database (ORD), a public repository of structured organic reaction records. describe an organic reaction: reactants, conditions, products, and yield The reactants are O (water), 31, CN(C1=CC=C(C(=O)C2=CC=CC=C2)C=C1)C (4-dimethylamino-benzophenone), C[Si](C1SCCCS1)(C)C (2-trimethylsilyl-1,3-dithiane), solution, C(CCC)[Li] (n-butyllithium). Solvent: ClCCl (dichloromethane), O1CCCC1 (tetrahydrofuran), O1CCCC1 (tetrahydrofuran), CCCCCC (hexane). Product: CN(C1=CC=C(C=C1)C(C1=CC=CC=C1)=C1SCCCS1)C ((4-dimethylaminophenyl)-(1,3-dithian-2-ylidene)-phenylmethane). Reaction SMILES: C[Si](C)(C)[CH:3]1[S:8][CH2:7][CH2:6][CH2:5][S:4]1.C([Li])CCC.[CH3:16][N:17]([CH3:32])[C:18]1[CH:31]=[CH:30][C:21]([C:22]([C:24]2[CH:29]=[CH:28][CH:27]=[CH:26][CH:25]=2)=O)=[CH:20][CH:19]=1.O>O1CCCC1.CCCCCC.ClCCl>[CH3:32][N:17]([CH3:16])[C:18]1[CH:31]=[CH:30][C:21]([C:22](=[C:3]2[S:8][CH2:7][CH2:6][CH2:5][S:4]2)[C:24]2[CH:29]=[CH:28][CH:27]=[CH:26][CH:25]=2)=[CH:20][CH:19]=1. Procedure details: There is added to a solution of 2-trimethylsilyl-1,3-dithiane (16.2 g) in dry tetrahydrofuran (170 ml) at -65° a 1.9M solution of n-butyllithium in hexane (45 ml). The reaction mixture is progressively warmed to 0° in the course of 31/2 hours and cooled to -65°. A solution of 4-dimethylamino-benzophenone (19.2 g) in dry tetrahydrofuran (100 ml) is than slowly added. The reaction mixture is progressively warmed to room temperature overnight and poured into a mixture of water (1000ml) and dichloro... The reactants are O=C([O-])[O-], Cc1ccc(B(O)O)s1, CC#N, CO, Clc1ccnc(Cl)n1, ClCCl, [Na+], [Na+]. Product: Cc1ccc(-c2ccnc(Cl)n2)s1. Reaction SMILES: [C:18](=[O:19])([O-:20])[O-:21].[CH3:1][c:2]1[cH:3][cH:4][c:5]([B:7]([OH:8])[OH:9])[s:6]1.[CH3:24][C:25]#[N:26].[CH3:30][OH:31].[Cl:10][c:11]1[n:12][cH:13][cH:14][c:15]([Cl:17])[n:16]1.[Cl:27][CH2:28][Cl:29].[Na+:22].[Na+:23]>>[CH3:1][c:2]1[cH:3][cH:4][c:5](-[c:15]2[cH:14][cH:13][n:12][c:11]([Cl:10])[n:16]2)[s:6]1. Starting materials: CN(C)C=O, CCO, CCOC(=O)C(C)(O)c1ccc(-c2ccccc2)c(F)c1, [H-], CCI, [Na+], O. Product: CCOC(=O)C(C)(OCC)c1ccc(-c2ccccc2)c(F)c1. As a reaction SMILES: [CH3:28][N:29]([CH3:30])[CH:31]=[O:32].[CH3:33][CH2:34][OH:35].[F:1][c:2]1[c:3](-[c:16]2[cH:17][cH:18][cH:19][cH:20][cH:21]2)[cH:4][cH:5][c:6]([C:8]([C:9](=[O:10])[O:11][CH2:12][CH3:13])([CH3:14])[OH:15])[cH:7]1.[H-:22].[I:24][CH2:25][CH3:26].[Na+:23].[OH2:27]>>[F:1][c:2]1[c:3](-[c:16]2[cH:17][cH:18][cH:19][cH:20][cH:21]2)[cH:4][cH:5][c:6]([C:8]([C:9](=[O:10])[O:11][CH2:12][CH3:13])([CH3:14])[O:15][CH2:25][CH3:26])[cH:7]1. The product is ClC1=CC=C(C=C1)C(C)C=1OC(C(N1)(C)C(C)C)=O (2-[1-(4-chlorophenyl)ethyl]-4-isopropyl-4-methyl-1,3-oxazol-5-one). The yield is 99.6%. Procedure: 450 ml of toluene, 45 g (0.44 mole) of concentrated sulfuric acid and 45 ml of glacial acetic acid were added to 126.7 g (0.45 mole) of 2-(4-chlorophenyl)-N-(1-cyano-1,2-dimethylpropyl)propanamide. The mixture was refluxed for 4 hours with heating, to give rise to a reaction. After the completion of the reaction, the reaction mixture was cooled and dropwise added to a solution of 18.2 g (0.45 moles) of sodium hydroxide dissolved in 300 ml of water. The organic layer was separated, then washed wi... As a reaction SMILES: C1(C)C=CC=CC=1.S(=O)(=O)(O)O.[Cl:13][C:14]1[CH:19]=[CH:18][C:17]([CH:20]([CH3:31])[C:21]([NH:23][C:24]([C:29]#N)([CH3:28])[CH:25]([CH3:27])[CH3:26])=[O:22])=[CH:16][CH:15]=1.[OH-:32].[Na+]>O.C(O)(=O)C>[Cl:13][C:14]1[CH:19]=[CH:18][C:17]([CH:20]([C:21]2[O:22][C:28](=[O:32])[C:24]([CH:25]([CH3:27])[CH3:26])([CH3:29])[N:23]=2)[CH3:31])=[CH:16][CH:15]=1 |f:3.4|. The solvent is O (water), C(C)(=O)O (acetic acid). The reactants are [OH-].[Na+] (sodium hydroxide), C1(=CC=CC=C1)C (toluene), S(O)(O)(=O)=O (sulfuric acid), ClC1=CC=C(C=C1)C(C(=O)NC(C(C)C)(C)C#N)C (2-(4-chlorophenyl)-N-(1-cyano-1,2-dimethylpropyl)propanamide).